This data is from the Open Reaction Database (ORD), a public repository of structured organic reaction records. The task is: describe an organic reaction: reactants, conditions, products, and yield Starting materials: ClC=1N=C(C2=C(N1)C=C(O2)CN2CCN(CC2)S(=O)(=O)C)N2CCOCC2 (2-Chloro-6-((4-(methylsulfonyl)piperazin-1-yl)methyl)-4-morpholinofuro[3,2-d]pyrimidine), COC=1C=NC=C(C1)B1OC(C(O1)(C)C)(C)C (3-methoxy-5-(4,4,5,5-tetramethyl-[1,3,2]dioxaborolan-2-yl)-pyridine). Yields the product COC=1C=C(C=NC1)C=1N=C(C2=C(N1)C=C(O2)CN2CCN(CC2)S(=O)(=O)C)N2CCOCC2 (2-(5-methoxypyridin-3-yl)-4-morpholino-6-((4-N-methylsulfonylpiperazin-1-yl)methyl)furo[3,2-d]pyrimidine). Reaction SMILES: Cl[C:2]1[N:3]=[C:4]([N:22]2[CH2:27][CH2:26][O:25][CH2:24][CH2:23]2)[C:5]2[O:10][C:9]([CH2:11][N:12]3[CH2:17][CH2:16][N:15]([S:18]([CH3:21])(=[O:20])=[O:19])[CH2:14][CH2:13]3)=[CH:8][C:6]=2[N:7]=1.[CH3:28][O:29][C:30]1[CH:31]=[N:32][CH:33]=[C:34](B2OC(C)(C)C(C)(C)O2)[CH:35]=1>>[CH3:28][O:29][C:30]1[CH:35]=[C:34]([C:2]2[N:3]=[C:4]([N:22]3[CH2:27][CH2:26][O:25][CH2:24][CH2:23]3)[C:5]3[O:10][C:9]([CH2:11][N:12]4[CH2:17][CH2:16][N:15]([S:18]([CH3:21])(=[O:20])=[O:19])[CH2:14][CH2:13]4)=[CH:8][C:6]=3[N:7]=2)[CH:33]=[N:32][CH:31]=1. Procedure details: 2-Chloro-6-((4-(methylsulfonyl)piperazin-1-yl)methyl)-4-morpholinofuro[3,2-d]pyrimidine (Example 153) was reacted with 3-methoxy-5-(4,4,5,5-tetramethyl-[1,3,2]dioxaborolan-2-yl)-pyridine via General Procedure E to give, after purification by reverse HPLC, 29 mg of 239. MS (Q1) 489 (M+). Starting materials: I[Si](C)(C)C (Iodotrimethylsilane), BrC1=C(O[C@@H](C(=O)OC)CCN2C(C3=CC=CC=C3C2=O)=O)C(=CC(=C1)C1=C2C=CC=CC2=C(C2=C1C1=C(S2)C=CC=C1)Br)Br ((R)-2-[2,6-dibromo-4-(6-bromo-benzo[b]naphtho[2,3-d]thiophen-11-yl)-phenoxy]-4-(1,3-dioxo-1,3-dihydro-isoindol-2-yl)-butyric acid, methyl ester), I[Si](C)(C)C (iodotrimethylsilane). Solvent: C(Cl)Cl (methylene chloride). Conditions: time 2 hour. Product: C1=CC=CC=2SC3=C(C21)C(=C2C=CC=CC2=C3)C3=CC(=C(O[C@@H](C(=O)O)CCN2C(C1=CC=CC=C1C2=O)=O)C(=C3)Br)Br ((R)-2-(4-Benzo[b]naphtho[2,3-d]thiophen-11-yl-2,6-dibromo-phenoxy)-4-(1, 3-dioxo-1 , 3-dihydro-isoindol-2-yl)-butyric acid). Isolated yield 44.6%. As a reaction SMILES: I[Si](C)(C)C.[Br:6][C:7]1[CH:31]=[C:30]([C:32]2[C:41]3[C:42]4[CH:48]=[CH:47][CH:46]=[CH:45][C:43]=4[S:44][C:40]=3[C:39](Br)=[C:38]3[C:33]=2[CH:34]=[CH:35][CH:36]=[CH:37]3)[CH:29]=[C:28]([Br:50])[C:8]=1[O:9][C@H:10]([CH2:15][CH2:16][N:17]1[C:25](=[O:26])[C:24]2[C:19](=[CH:20][CH:21]=[CH:22][CH:23]=2)[C:18]1=[O:27])[C:11]([O:13]C)=[O:12]>C(Cl)Cl>[CH:48]1[C:42]2[C:41]3[C:32]([C:30]4[CH:31]=[C:7]([Br:6])[C:8]([O:9][C@H:10]([CH2:15][CH2:16][N:17]5[C:18](=[O:27])[C:19]6[C:24](=[CH:23][CH:22]=[CH:21][CH:20]=6)[C:25]5=[O:26])[C:11]([OH:13])=[O:12])=[C:28]([Br:50])[CH:29]=4)=[C:33]4[C:38](=[CH:39][C:40]=3[S:44][C:43]=2[CH:45]=[CH:46][CH:47]=1)[CH:37]=[CH:36][CH:35]=[CH:34]4. Reported procedure: Iodotrimethylsilane (0.203 mL, 1.43 mmol) was added to a rt, stirred solution of (R)-2-[2,6-dibromo-4-(6-bromo-benzo[b]naphtho[2,3-d]thiophen-11-yl)-phenoxy]-4-(1,3-dioxo-1,3-dihydro-isoindol-2-yl)-butyric acid, methyl ester (0.770 g, 0.953 mmol) in methylene chloride (8 mL) under a dry nitrogen atmosphere. After 2 h, iodotrimethylsilane (3×0.203 mL, 4.29 mmol) was added to the resulted dark brown solution at rt three times every 12 h. The solution was quenched with water (0.4 mL), concentrated,... Reactants: COC=1C=C(C=CC1OC)C1=NNC([C@H]2CCCC[C@@H]12)=O ((cis)-4-(3,4-Dimethoxyphenyl)-4a,5,6,7,8,8a-hexahydro-2H-phthalazin-1-one), BrCC(=O)C1=CC2=CC=CC=C2C=C1 (α-bromo-2'-acetonaphthone), COC=1C=C(C=CC1OC)C1=NN(C([C@H]2CCCC[C@@H]12)=O)C ((cis)-4-(3,4-Dimethoxyphenyl)-2-methyl-4a,5,6,7,8,8a-hexahydro-2H-phthalazin-1-one). The product is COC=1C=C(C=CC1OC)C1=NN(C([C@H]2CCCC[C@@H]12)=O)CC(=O)C1=CC2=CC=CC=C2C=C1 ((cis)-4-(3,4-Dimethoxyphenyl)-2-(2-(2-naphthyl)-2-oxoethyl)-4a,5,6,7,8,8a-hexahydro-2H-phthalazin-1-one). RXN SMILES: [CH3:1][O:2][C:3]1[CH:4]=[C:5]([C:11]2[C@H:20]3[C@H:15]([CH2:16][CH2:17][CH2:18][CH2:19]3)[C:14](=[O:21])[NH:13][N:12]=2)[CH:6]=[CH:7][C:8]=1[O:9][CH3:10].Br[CH2:23][C:24]([C:26]1[CH:35]=[CH:34][C:33]2[C:28](=[CH:29][CH:30]=[CH:31][CH:32]=2)[CH:27]=1)=[O:25].COC1C=C(C2[C@H]3[C@H](CCCC3)C(=O)N(C)N=2)C=CC=1OC>>[CH3:1][O:2][C:3]1[CH:4]=[C:5]([C:11]2[C@H:20]3[C@H:15]([CH2:16][CH2:17][CH2:18][CH2:19]3)[C:14](=[O:21])[N:13]([CH2:23][C:24]([C:26]3[CH:35]=[CH:34][C:33]4[C:28](=[CH:29][CH:30]=[CH:31][CH:32]=4)[CH:27]=3)=[O:25])[N:12]=2)[CH:6]=[CH:7][C:8]=1[O:9][CH3:10]. Procedure: Prepared from compound 1 and α-bromo-2'-acetonaphthone as described for compound 8. Purified by chromatography [ethyl acetate: petroleum ether (60°-80° C.)/1:3]. Crystallized from methanol at -20° C. M.p. 89°-90° C. The reactants are C(CC)(=O)Cl (propionyl chloride), NC1=C(NC2=CC=C(C=C2)CCO)C=CC=C1 (2-[4-(2-aminoanilino)phenyl]ethanol), C1(=CC=CC=C1)C (toluene), O (water). Yields the product C(CC)(=O)OCCC1=CC=C(C=C1)N1C(=NC2=C1C=CC=C2)CC (2-[4-(2-Ethyl-1H-benzimidazol-1-yl)phenyl]ethyl propionate). Yield: 58.0%. As a reaction SMILES: [NH2:1][C:2]1[CH:17]=[CH:16][CH:15]=[CH:14][C:3]=1[NH:4][C:5]1[CH:10]=[CH:9][C:8]([CH2:11][CH2:12][OH:13])=[CH:7][CH:6]=1.[C:18](Cl)(=[O:21])[CH2:19][CH3:20].O.[C:24]1(C)[CH:29]=CC=C[CH:25]=1>>[C:18]([O:13][CH2:12][CH2:11][C:8]1[CH:7]=[CH:6][C:5]([N:4]2[C:3]3[CH:14]=[CH:15][CH:16]=[CH:17][C:2]=3[N:1]=[C:25]2[CH2:24][CH3:29])=[CH:10][CH:9]=1)(=[O:21])[CH2:19][CH3:20]. Reported procedure: To a stirred suspension of 2-[4-(2-aminoanilino)phenyl]ethanol (1.6 g, 7 mmol) in toluene (70 mL) was added propionyl chloride (1.5 g, 16 mmol) dropwise at 0° C., and the reaction mixture was heated at reflux temperature for 2 h. After cooling, the mixture was poured into water (50 mL) and extracted with ethyl acetate (100 mL). The organic layer was washed with 2N aqueous NaOH (50 mL) and brine (50 mL), then dried (MgSO4). Removal of solvent gave 1.3 g (58%) of the title compound as brown solids... Starting materials: OC(C(C)C)(C=1N=CN(C1)C(C1=CC=CC=C1)(C1=CC=CC=C1)C1=CC=CC=C1)C1=CC=C(C=C1)B(O)O (4-[1-hydroxy-2-methyl-1-(1-trityl-1H-imidazol-4-yl)propyl]phenylboronic acid), BrC=1C=C(C(=O)NC)C=CN1 (2-bromo-N-methylisonicotinamide). The reagents and catalysts are C=1C=CC(=CC1)[P](C=2C=CC=CC2)(C=3C=CC=CC3)[Pd]([P](C=4C=CC=CC4)(C=5C=CC=CC5)C=6C=CC=CC6)([P](C=7C=CC=CC7)(C=8C=CC=CC8)C=9C=CC=CC9)[P](C=1C=CC=CC1)(C=1C=CC=CC1)C=1C=CC=CC1 (tetrakis(triphenylphosphine)palladium(0)). Product: OC(C(C)C)(C=1N=CN(C1)C(C1=CC=CC=C1)(C1=CC=CC=C1)C1=CC=CC=C1)C1=CC=C(C=C1)C=1C=C(C(=O)NC)C=CN1 (2-{4-[1-hydroxy-2-methyl-1-(1-trityl-1H-imidazol-4-yl)propyl]phenyl}-N-methylisonicotinamide). Isolated yield 56.2%. RXN SMILES: [OH:1][C:2]([C:30]1[CH:35]=[CH:34][C:33](B(O)O)=[CH:32][CH:31]=1)([C:6]1[N:7]=[CH:8][N:9]([C:11]([C:24]2[CH:29]=[CH:28][CH:27]=[CH:26][CH:25]=2)([C:18]2[CH:23]=[CH:22][CH:21]=[CH:20][CH:19]=2)[C:12]2[CH:17]=[CH:16][CH:15]=[CH:14][CH:13]=2)[CH:10]=1)[CH:3]([CH3:5])[CH3:4].Br[C:40]1[CH:41]=[C:42]([CH:47]=[CH:48][N:49]=1)[C:43]([NH:45][CH3:46])=[O:44]>C1C=CC([P]([Pd]([P](C2C=CC=CC=2)(C2C=CC=CC=2)C2C=CC=CC=2)([P](C2C=CC=CC=2)(C2C=CC=CC=2)C2C=CC=CC=2)[P](C2C=CC=CC=2)(C2C=CC=CC=2)C2C=CC=CC=2)(C2C=CC=CC=2)C2C=CC=CC=2)=CC=1>[OH:1][C:2]([C:30]1[CH:35]=[CH:34][C:33]([C:40]2[CH:41]=[C:42]([CH:47]=[CH:48][N:49]=2)[C:43]([NH:45][CH3:46])=[O:44])=[CH:32][CH:31]=1)([C:6]1[N:7]=[CH:8][N:9]([C:11]([C:24]2[CH:29]=[CH:28][CH:27]=[CH:26][CH:25]=2)([C:18]2[CH:23]=[CH:22][CH:21]=[CH:20][CH:19]=2)[C:12]2[CH:17]=[CH:16][CH:15]=[CH:14][CH:13]=2)[CH:10]=1)[CH:3]([CH3:5])[CH3:4] |^1:53,55,74,93|. Procedure details: By the reaction in the same manner as in Example 33-(ii) using 4-[1-hydroxy-2-methyl-1-(1-trityl-1H-imidazol-4-yl)propyl]phenylboronic acid (1.30 g), 2-bromo-N-methylisonicotinamide (310 mg) and tetrakis(triphenylphosphine)palladium(0) (0.110 g), the title compound (480 mg) was obtained as a colorless amorphous powder. Reactants: CCOC(=O)CSc1cnc(NC(=O)N(CC2CCCC2)c2ccc(F)c(C(F)(F)F)c2)s1, CCOC(=O)CSc1cnc(N)s1, CS(=O)(=O)c1ccc(N(CC2CCCC2)C(=O)Nc2nc(CC(=O)O)cs2)cc1, Fc1ccc(NCC2CCCC2)cc1C(F)(F)F. Yields the product O=C(O)CSc1cnc(NC(=O)N(CC2CCCC2)c2ccc(F)c(C(F)(F)F)c2)s1. As a reaction SMILES: [CH2:1]([CH3:2])[O:3][C:4]([CH2:5][S:6][c:7]1[cH:8][n:9][c:10]([NH:12][C:13](=[O:14])[N:15]([c:16]2[cH:17][c:18]([C:23]([F:24])([F:25])[F:26])[c:19]([F:22])[cH:20][cH:21]2)[CH2:27][CH:28]2[CH2:29][CH2:30][CH2:31][CH2:32]2)[s:11]1)=[O:33].[CH2:81]([O:82][C:83](=[O:84])[CH2:85][S:86][c:87]1[s:88][c:89]([NH2:90])[n:91][cH:92]1)[CH3:93].[CH:34]1([CH2:35][N:36]([c:37]2[cH:38][cH:39][c:40]([S:41]([CH3:42])(=[O:43])=[O:44])[cH:45][cH:46]2)[C:47](=[O:48])[NH:49][c:50]2[s:51][cH:52][c:53]([CH2:54][C:55]([OH:56])=[O:57])[n:58]2)[CH2:59][CH2:60][CH2:61][CH2:62]1.[CH:63]1([CH2:64][NH:65][c:66]2[cH:67][cH:68][c:69]([F:70])[c:71]([C:72]([F:73])([F:74])[F:75])[cH:76]2)[CH2:77][CH2:78][CH2:79][CH2:80]1>>[O:3]=[C:4]([CH2:5][S:6][c:7]1[cH:8][n:9][c:10]([NH:12][C:13](=[O:14])[N:15]([c:16]2[cH:17][c:18]([C:23]([F:24])([F:25])[F:26])[c:19]([F:22])[cH:20][cH:21]2)[CH2:27][CH:28]2[CH2:29][CH2:30][CH2:31][CH2:32]2)[s:11]1)[OH:33]. Conditions: time 18 hour. As a reaction SMILES: [Cl:1][C:2]1[C:7]([Cl:8])=[CH:6][CH:5]=[CH:4][C:3]=1[O:9][C@H:10]1[CH2:13][C@H:12]([NH:14]C(=O)OC(C)(C)C)[CH2:11]1.Cl.O1CCOCC1>C(OCC)C>[ClH:1].[Cl:1][C:2]1[C:7]([Cl:8])=[CH:6][CH:5]=[CH:4][C:3]=1[O:9][C@H:10]1[CH2:11][C@H:12]([NH2:14])[CH2:13]1 |f:4.5|. Run in C(C)OCC (diethyl ether). Procedure: To 1,1-dimethylethyl {trans-3-[(2,3-dichlorophenyl)oxy]cyclobutyl}carbamate (10.78 g, 17.85 mmol) was added 4M hydrochloric acid in dioxane (150 mL, 600 mmol) and the reaction mixture stirred in a sealed vessel at room temperature for 18 hours. The mixture was then diluted with diethyl ether (300 mL), stirred for 10 min and then filtered and the solid dried in vacuo to give the title compound (4.4096 g). Yield: 184.0%. Product: Cl.ClC1=C(C=CC=C1Cl)O[C@@H]1C[C@H](C1)N (trans-3-[(2,3-Dichlorophenyl)oxy]cyclobutanamine, hydrochloride). Starting materials: ClC1=C(C=CC=C1Cl)O[C@@H]1C[C@H](C1)NC(OC(C)(C)C)=O (1,1-dimethylethyl {trans-3-[(2,3-dichlorophenyl)oxy]cyclobutyl}carbamate), Cl (hydrochloric acid), O1CCOCC1 (dioxane). The reactants are BrC1=C(C=CC(=C1)F)C1N=C(NC(=C1C(=O)OCC)CBr)C1=NNC=N1 (Ethyl 4-(2-bromo-4-fluorophenyl)-6-(bromomethyl)-2-(1H-1,2,4-triazol-3-yl)-1,4-dihydropyrimidine-5-carboxylate), Cl.N1[C@@H](CCC1)CO ((S)-pyrrolidin-2-ylmethanol hydrochloride). Product: BrC1=C(C=CC(=C1)F)C1N=C(NC(=C1C(=O)OCC)CN1[C@@H](CCC1)CO)C1=NNC=N1 (Ethyl 4-(2-bromo-4-fluorophenyl)-6-(((S)-2-(hydroxymethyl)pyrrolidin-1-yl)methyl)-2-(1H-1,2,4-triazol-3-yl)-1,4-dihydropyrimidine-5-carboxylate). The yield is 32.2%. RXN SMILES: [Br:1][C:2]1[CH:7]=[C:6]([F:8])[CH:5]=[CH:4][C:3]=1[CH:9]1[C:14]([C:15]([O:17][CH2:18][CH3:19])=[O:16])=[C:13]([CH2:20]Br)[NH:12][C:11]([C:22]2[N:26]=[CH:25][NH:24][N:23]=2)=[N:10]1.Cl.[NH:28]1[CH2:32][CH2:31][CH2:30][C@H:29]1[CH2:33][OH:34]>>[Br:1][C:2]1[CH:7]=[C:6]([F:8])[CH:5]=[CH:4][C:3]=1[CH:9]1[C:14]([C:15]([O:17][CH2:18][CH3:19])=[O:16])=[C:13]([CH2:20][N:28]2[CH2:32][CH2:31][CH2:30][C@H:29]2[CH2:33][OH:34])[NH:12][C:11]([C:22]2[N:26]=[CH:25][NH:24][N:23]=2)=[N:10]1 |f:1.2|. Procedure: Ethyl 4-(2-bromo-4-fluorophenyl)-6-(bromomethyl)-2-(1H-1,2,4-triazol-3-yl)-1,4-dihydropyrimidine-5-carboxylate (0.75 g, 1.53 mmol) was reacted with (S)-pyrrolidin-2-ylmethanol hydrochloride (0.21 g, 1.53 mmol) according to the procedure as described in Example 25, Step B to give the title compound as a yellow solid (0.25 g, 32%). The compound was characterized by the following spectroscopic data: Reactants: ClC1=CC=C(C=C1)C1=C(C=2N(C=C1)C(NN2)=O)C2=CC=NC=C2 (7-(4-chlorophenyl)-8-(pyridin-4-yl)-[1,2,4]triazolo[4,3-a]pyridin-3(2H)-one), benzyl halide, ClC1=CC=C(C=C1)C1=C(C=2N(C=C1)C(N(N2)CC2=CC=C(C=C2)S(=O)(=O)C)=O)C2=CC=NC=C2 (7-(4-chlorophenyl)-2-(4-(methylsufonyl)benzyl)-8-(pyridin-4-yl)-[1,2,4]triazolo[4,3-a]pyridin-3(2H)-one). Product: N1(N=CC=C1)C1=CC=C(CN2N=C3N(C=CC(=C3C3=CC=NC=C3)C3=CC=C(C=C3)Cl)C2=O)C=C1 (2-(4-(1H-pyrazol-1-yl)benzyl)-7-(4-chlorophenyl)-8-(pyridin-4-yl)-[1,2,4]triazolo[4,3-a]pyridin-3(2H)-one). As a reaction SMILES: ClC1C=CC(C2C=CN3C(=O)[NH:15][N:16]=[C:10]3[C:9]=2[C:18]2C=CN=CC=2)=CC=1.[Cl:24][C:25]1[CH:30]=[CH:29][C:28]([C:31]2[CH:36]=[CH:35][N:34]3[C:37](=[O:51])[N:38]([CH2:40][C:41]4[CH:46]=[CH:45][C:44](S(C)(=O)=O)=[CH:43][CH:42]=4)[N:39]=[C:33]3[C:32]=2[C:52]2[CH:57]=[CH:56][N:55]=[CH:54][CH:53]=2)=[CH:27][CH:26]=1>>[N:16]1([C:44]2[CH:45]=[CH:46][C:41]([CH2:40][N:38]3[C:37](=[O:51])[N:34]4[CH:35]=[CH:36][C:31]([C:28]5[CH:29]=[CH:30][C:25]([Cl:24])=[CH:26][CH:27]=5)=[C:32]([C:52]5[CH:57]=[CH:56][N:55]=[CH:54][CH:53]=5)[C:33]4=[N:39]3)=[CH:42][CH:43]=2)[CH:10]=[CH:9][CH:18]=[N:15]1. Reported procedure: The title compound was prepared by coupling 7-(4-chlorophenyl)-8-(pyridin-4-yl)-[1,2,4]triazolo[4,3-a]pyridin-3(2H)-one with the requisite benzyl halide in a manner analogous to that in which 7-(4-chlorophenyl)-2-(4-(methylsufonyl)benzyl)-8-(pyridin-4-yl)-[1,2,4]triazolo[4,3-a]pyridin-3(2H)-one was prepared. HPLC/MS: retention time=2.72 min, [M+H]+=479.